From a dataset of the Open Reaction Database (ORD), a public repository of structured organic reaction records. describe an organic reaction: reactants, conditions, products, and yield The reactants are [K] (potassium), CN(C=O)C (dimethylformamide), ON1N=NC=C1 (N-hydroxytriazole), ClC(C#N)(C1=CC=C(C=C1)F)C1=CC=C(C=C1)F (2-chloro-2,2-di-(4-fluorophenyl)-acetonitrile), CN(C=O)C (dimethylformamide). Run at time 3 hour. The product is C(#N)C(ON1N=CN=C1)(C1=CC=C(C=C1)F)C1=CC=C(C=C1)F (Cyanodi-(4-fluorophenyl)-(1,2,4-triazol-1-yloxy)-methane). RXN SMILES: [K].[OH:2][N:3]1[CH:7]=CN=[N:4]1.Cl[C:9]([C:19]1[CH:24]=[CH:23][C:22]([F:25])=[CH:21][CH:20]=1)([C:12]1[CH:17]=[CH:16][C:15]([F:18])=[CH:14][CH:13]=1)[C:10]#[N:11].[CH3:26][N:27](C)C=O>>[C:10]([C:9]([C:19]1[CH:24]=[CH:23][C:22]([F:25])=[CH:21][CH:20]=1)([C:12]1[CH:17]=[CH:16][C:15]([F:18])=[CH:14][CH:13]=1)[O:2][N:3]1[CH:7]=[N:27][CH:26]=[N:4]1)#[N:11] |^1:0|. Procedure details: 1.5 g (12 mmol) of the potassium salt of N-hydroxytriazole in 20 ml of absolute dimethylformamide were initially taken under nitrogen. A solution of 3.16 g (12 mmol) of 2-chloro-2,2-di-(4-fluorophenyl)-acetonitrile in dimethylformamide was added dropwise to this solution, a slightly exothermic reaction taking place. The mixture was stirred for a further 3 hours at room temperature. The reaction solution was evaporated down, the residue was added to water and the mixture was extracted with ethyl ... The reactants are Cl[Au-](Cl)(Cl)Cl, [Na+], O, O=C(O)CNC(=O)CCS. Yields the product [Au], O=C(O)CNC(=O)CCS. Reaction SMILES: [Cl:2][Au-:3]([Cl:4])([Cl:5])[Cl:6].[Na+:1].[OH2:17].[SH:7][CH2:8][CH2:9][C:10](=[O:11])[NH:12][CH2:13][C:14](=[O:15])[OH:16]>>[Au:3].[SH:7][CH2:8][CH2:9][C:10](=[O:11])[NH:12][CH2:13][C:14](=[O:15])[OH:16].